Dataset: the Open Reaction Database (ORD), a public repository of structured organic reaction records. Task: describe an organic reaction: reactants, conditions, products, and yield Starting materials: FC(C1=NC(=C(C(=C1C(=O)OCC)CCC)C(=O)OCC)C(F)(F)F)F (diethyl 2-(difluoromethyl)4-n-propyl-6-(trifluoromethyl)-3,5-pyridinedicarboxylate), [OH-].[K+] (KOH). Run in CO (methanol). The product is FC(C1=NC(=C(C(=C1C(=O)O)CCC)C(=O)O)C(F)(F)F)F (2-(difluoromethyl)-4-n-propyl-6-(trifluoromethyl)-3,5-pyridinedicarboxylic acid). Isolated yield 24.4%. As a reaction SMILES: [F:1][CH:2]([F:26])[C:3]1[C:8]([C:9]([O:11]CC)=[O:10])=[C:7]([CH2:14][CH2:15][CH3:16])[C:6]([C:17]([O:19]CC)=[O:18])=[C:5]([C:22]([F:25])([F:24])[F:23])[N:4]=1.[OH-].[K+]>CO>[F:26][CH:2]([F:1])[C:3]1[C:8]([C:9]([OH:11])=[O:10])=[C:7]([CH2:14][CH2:15][CH3:16])[C:6]([C:17]([OH:19])=[O:18])=[C:5]([C:22]([F:25])([F:23])[F:24])[N:4]=1 |f:1.2|. Procedure details: A mixture of 20.1 g (0.0525 mole) of the product of Example 13, 11.4 g of 85% KOH, and 100 ml of methanol is held at reflux for 19 hours and concentrated. The residue is treated with 200 ml of water and extracted with ether. The aqueous layer is separated and acidified with 30 ml of concentrated HCl. The oily precipitate is extracted into ether and the ether extract is dried and concentrated. The residue is recrystallized from chloroform to give 4.2 g (24%) of the desired product, m.p. 235.5°-23... The reactants are CO, COC(=O)c1ccc(NC2CCN(c3nc(N)c4cc(OC)c(OC)cc4n3)CC2)nc1, [K+], [OH-], O. Product: COc1cc2nc(N3CCC(Nc4ccc(C(=O)O)cn4)CC3)nc(N)c2cc1OC. Reaction SMILES: [CH3:35][OH:36].[CH3:3][O:4][C:5]([c:6]1[cH:7][n:8][c:9]([NH:12][CH:13]2[CH2:14][CH2:15][N:16]([c:19]3[n:20][c:21]4[cH:22][c:23]([O:32][CH3:33])[c:24]([O:30][CH3:31])[cH:25][c:26]4[c:27]([NH2:29])[n:28]3)[CH2:17][CH2:18]2)[cH:10][cH:11]1)=[O:34].[K+:2].[OH-:1].[OH2:37]>>[O:4]=[C:5]([c:6]1[cH:7][n:8][c:9]([NH:12][CH:13]2[CH2:14][CH2:15][N:16]([c:19]3[n:20][c:21]4[cH:22][c:23]([O:32][CH3:33])[c:24]([O:30][CH3:31])[cH:25][c:26]4[c:27]([NH2:29])[n:28]3)[CH2:17][CH2:18]2)[cH:10][cH:11]1)[OH:34]. Reactants: NC1=C(C=NN1C1=CC(=CC=C1)[N+](=O)[O-])C#N (5-amino-1-(3′-nitrophenyl)-4-cyanopyrazole), P(O)(O)(O)=O (phosphoric acid), [OH-].[NH4+] (ammonium hydroxide). Product: NC1=CC=NN1C1=CC(=CC=C1)[N+](=O)[O-] (5-amino-1-(3′-nitrophenyl)-pyrazole). Yield: 79.9%. RXN SMILES: [NH2:1][C:2]1[N:6]([C:7]2[CH:12]=[CH:11][CH:10]=[C:9]([N+:13]([O-:15])=[O:14])[CH:8]=2)[N:5]=[CH:4][C:3]=1C#N.P(=O)(O)(O)O.[OH-].[NH4+]>>[NH2:1][C:2]1[N:6]([C:7]2[CH:12]=[CH:11][CH:10]=[C:9]([N+:13]([O-:15])=[O:14])[CH:8]=2)[N:5]=[CH:4][CH:3]=1 |f:2.3|. Reported procedure: 5-amino-1-(3′-nitrophenyl)-4-cyanopyrazole (559 mg, 2.44 mmol) and phosphoric acid (86%, 6 ml) were refluxed at 170° C. for 15 h. The reaction was cooled to room temperature and neutralized with ammonium hydroxide. The organics were extracted three times with diethyl ether (total 40 ml), washed with brine, and dried over magnesium sulfate. Removal of solvent gave 5-amino-1-(3′-nitrophenyl)-pyrazole as a yellow powder (398 mg, 80% yield). The reactants are CS(=O)(=O)O (Methanesulfonic acid), NC=1C=CC(=C(C(=O)O)C1)Cl (5-amino-2-chlorobenzoic acid), CC1C(CCCC1)O (2-methylcyclohexanol). Run at time 6 hour. The product is NC=1C=CC(=C(C(=O)OC2C(CCCC2)C)C1)Cl (2-methylcyclohexyl 5-amino-2-chlorobenzoate). Isolated yield 81.4%. As a reaction SMILES: CS(O)(=O)=O.[NH2:6][C:7]1[CH:8]=[CH:9][C:10]([Cl:16])=[C:11]([CH:15]=1)[C:12]([OH:14])=[O:13].[CH3:17][CH:18]1[CH2:23][CH2:22][CH2:21][CH2:20][CH:19]1O>>[NH2:6][C:7]1[CH:8]=[CH:9][C:10]([Cl:16])=[C:11]([CH:15]=1)[C:12]([O:14][CH:19]1[CH2:20][CH2:21][CH2:22][CH2:23][CH:18]1[CH3:17])=[O:13]. Reported procedure: Methanesulfonic acid (99%, 100 g, 1.0 mole) was added slowly to a stirred mixture of 5-amino-2-chlorobenzoic acid (85%, 100 g, 0.5 mole) in 2-methylcyclohexanol (200 g, 1.85 mole). The mixture was heated under reflux with stirring for 6 hours, then the excess 2-methylcyclohexanol was evaporated under reduced pressure. The residue was then dissolved in methylene chloride (800 ml), washed with water (300 ml), 5% sodium bicarbonate solution (300 ml), water (300 ml), dried (magnesium sulfate), and f... The reactants are CN(C)P(=O)(N(C)C)N(C)C, O=[N+]([O-])c1cc([N+](=O)[O-])c2nc(C(F)(F)F)[nH]c2c1Cl, [K], O, OC1CCCCC1. Yields the product O=[N+]([O-])c1cc([N+](=O)[O-])c2nc(C(F)(F)F)[nH]c2c1OC1CCCCC1. RXN SMILES: [CH3:30][N:31]([CH3:32])[P:33](=[O:34])([N:35]([CH3:36])[CH3:37])[N:38]([CH3:39])[CH3:40].[Cl:9][c:10]1[c:11]([N+:26](=[O:27])[O-:28])[cH:12][c:13]([N+:23](=[O:24])[O-:25])[c:14]2[n:15][c:16]([C:19]([F:20])([F:21])[F:22])[nH:17][c:18]12.[K:8].[OH2:29].[OH:1][CH:2]1[CH2:3][CH2:4][CH2:5][CH2:6][CH2:7]1>>[O:1]([CH:2]1[CH2:3][CH2:4][CH2:5][CH2:6][CH2:7]1)[c:10]1[c:11]([N+:26](=[O:27])[O-:28])[cH:12][c:13]([N+:23](=[O:24])[O-:25])[c:14]2[n:15][c:16]([C:19]([F:20])([F:21])[F:22])[nH:17][c:18]12. Reactants: CC#N, [Na+], O=C([O-])O, O, O=C1CCSCC1. Product: O=C1CCS(=O)(=O)CC1. RXN SMILES: [CH3:14][C:15]#[N:16].[Na+:12].[O-:8][C:9]([OH:10])=[O:11].[OH2:13].[S:1]1[CH2:2][CH2:3][C:4](=[O:7])[CH2:5][CH2:6]1>>[S:1]1(=[O:8])(=[O:13])[CH2:2][CH2:3][C:4](=[O:7])[CH2:5][CH2:6]1. The reactants are CCOc1ccc(Cc2cc(C3(OC)OC(C=O)C(OCc4ccccc4)C(OCc4ccccc4)C3OCc3ccccc3)ccc2Cl)cc1F, C=O, C1COCCO1, [Na+], [OH-]. Product: CCOc1ccc(Cc2cc(C3(OC)OC(C=O)(CO)C(OCc4ccccc4)C(OCc4ccccc4)C3OCc3ccccc3)ccc2Cl)cc1F. As a reaction SMILES: [CH2:1]([c:2]1[cH:3][cH:4][cH:5][cH:6][cH:7]1)[O:8][CH:9]1[CH:10]([CH:51]=[O:52])[O:11][C:12]([O:31][CH3:32])([c:33]2[cH:34][c:35]([CH2:40][c:41]3[cH:42][c:43]([F:50])[c:44]([O:47][CH2:48][CH3:49])[cH:45][cH:46]3)[c:36]([Cl:39])[cH:37][cH:38]2)[CH:13]([O:23][CH2:24][c:25]2[cH:26][cH:27][cH:28][cH:29][cH:30]2)[CH:14]1[O:15][CH2:16][c:17]1[cH:18][cH:19][cH:20][cH:21][cH:22]1.[CH2:53]=[O:54].[CH2:57]1[O:58][CH2:59][CH2:60][O:61][CH2:62]1.[Na+:56].[OH-:55]>>[CH2:1]([c:2]1[cH:3][cH:4][cH:5][cH:6][cH:7]1)[O:8][CH:9]1[C:10]([CH:51]=[O:52])([CH2:53][OH:54])[O:11][C:12]([O:31][CH3:32])([c:33]2[cH:34][c:35]([CH2:40][c:41]3[cH:42][c:43]([F:50])[c:44]([O:47][CH2:48][CH3:49])[cH:45][cH:46]3)[c:36]([Cl:39])[cH:37][cH:38]2)[CH:13]([O:23][CH2:24][c:25]2[cH:26][cH:27][cH:28][cH:29][cH:30]2)[CH:14]1[O:15][CH2:16][c:17]1[cH:18][cH:19][cH:20][cH:21][cH:22]1.